From a dataset of the Open Reaction Database (ORD), a public repository of structured organic reaction records. describe an organic reaction: reactants, conditions, products, and yield Starting materials: CCCCN, C[Al](C)C, Cc1ccccc1, ClCCl, COC(=O)C(=CC=Cc1cc2ccccc2[nH]1)OC. The product is CCCCNC(=O)C(=CC=Cc1cc2ccccc2[nH]1)OC. As a reaction SMILES: [CH2:5]([CH2:6][CH2:7][CH3:8])[NH2:9].[CH3:1][Al:2]([CH3:3])[CH3:4].[CH3:29][c:30]1[cH:31][cH:32][cH:33][cH:34][cH:35]1.[Cl:36][CH2:37][Cl:38].[nH:10]1[c:11]([CH:19]=[CH:20][CH:21]=[C:22]([C:23](=[O:24])[O:25][CH3:26])[O:27][CH3:28])[cH:12][c:13]2[cH:14][cH:15][cH:16][cH:17][c:18]12>>[CH2:5]([CH2:6][CH2:7][CH3:8])[NH:9][C:23]([C:22](=[CH:21][CH:20]=[CH:19][c:11]1[nH:10][c:18]2[c:13]([cH:12]1)[cH:14][cH:15][cH:16][cH:17]2)[O:27][CH3:28])=[O:24].